This data is from the Open Reaction Database (ORD), a public repository of structured organic reaction records. The task is: describe an organic reaction: reactants, conditions, products, and yield Reactants: COC(OC)c1ccc(-c2nc(-c3ccc(OC(C)C)c(C#N)c3)no2)cc1, CC(C)=O, O, Cc1ccc(S(=O)(=O)O)cc1. Yields the product CC(C)Oc1ccc(-c2noc(-c3ccc(C=O)cc3)n2)cc1C#N. Reaction SMILES: [CH3:1][O:2][CH:3]([c:4]1[cH:5][cH:6][c:7](-[c:10]2[n:11][c:12](-[c:15]3[cH:16][cH:17][c:18]([O:23][CH:24]([CH3:25])[CH3:26])[c:19]([C:20]#[N:21])[cH:22]3)[n:13][o:14]2)[cH:8][cH:9]1)[O:27][CH3:28].[CH3:41][C:42](=[O:43])[CH3:44].[OH2:29].[c:30]1([CH3:31])[cH:32][cH:33][c:34]([S:35]([OH:36])(=[O:37])=[O:38])[cH:39][cH:40]1>>[O:2]=[CH:3][c:4]1[cH:5][cH:6][c:7](-[c:10]2[n:11][c:12](-[c:15]3[cH:16][cH:17][c:18]([O:23][CH:24]([CH3:25])[CH3:26])[c:19]([C:20]#[N:21])[cH:22]3)[n:13][o:14]2)[cH:8][cH:9]1. Procedure: The 2,6-dimethylnitrobenzene is reduced to the amine, i.e., 2,6-dimethylaniline in the presence of a Raney nickel catalyst at a temperature of 25° C. and a pressure of 70 atmospheres: ##STR5## Mesidine (2,4,6-trimethylaniline) can be obtained in a similar manner by nitration of mesitylene followed by reduction. The aromatic amine is then reduced to an aliphatic amine with hydrogen in the presence of a hydrogenation catalyst such as Rh/Al2O3 in the range of 150 atmospheres and a temperature range... Product: CC1=CC(=C(C(=C1)C)N)C (Mesidine), C1(=CC(=CC(=C1)C)C)C (mesitylene). The reactants are CC1=C(C(=CC=C1)C)[N+](=O)[O-] (2,6-dimethylnitrobenzene), amine, CC1=C(N)C(=CC=C1)C (2,6-dimethylaniline). RXN SMILES: [CH3:1][C:2]1[CH:7]=[CH:6][CH:5]=[C:4]([CH3:8])[C:3]=1[N+:9]([O-])=O.[CH3:12][C:13]1[CH:19]=[CH:18][CH:17]=[C:16]([CH3:20])[C:14]=1N>[Ni]>[CH3:12][C:6]1[CH:7]=[C:2]([CH3:1])[C:3]([NH2:9])=[C:4]([CH3:8])[CH:5]=1.[C:18]1([CH3:1])[CH:19]=[C:13]([CH3:12])[CH:14]=[C:16]([CH3:20])[CH:17]=1. The reagents and catalysts are [Ni] (Raney nickel). The reactants are CC(C)(C)OC(=O)N1CCNCC1, CC#N, Clc1nccnc1Cl, [K+], [K+], O=C([O-])[O-]. Yields the product CC(C)(C)OC(=O)N1CCN(c2nccnc2Cl)CC1. Reaction SMILES: [C:1](=[O:2])([O:3][C:4]([CH3:5])([CH3:6])[CH3:7])[N:8]1[CH2:9][CH2:10][NH:11][CH2:12][CH2:13]1.[CH3:28][C:29]#[N:30].[Cl:20][c:21]1[n:22][cH:23][cH:24][n:25][c:26]1[Cl:27].[K+:14].[K+:15].[O-:16][C:17]([O-:18])=[O:19]>>[C:1](=[O:2])([O:3][C:4]([CH3:5])([CH3:6])[CH3:7])[N:8]1[CH2:9][CH2:10][N:11]([c:26]2[c:21]([Cl:20])[n:22][cH:23][cH:24][n:25]2)[CH2:12][CH2:13]1. Starting materials: CC(c1cccc2ccccc12)N(CC1CCN(c2nc3cc(C(=O)O)ccc3o2)CC1c1cccc(F)c1)C(=O)OC(C)(C)C, CCOC(C)=O, C1COCCO1, CC(C)OC(C)C, Cl. Product: Cl, CC(NCC1CCN(c2nc3cc(C(=O)O)ccc3o2)CC1c1cccc(F)c1)c1cccc2ccccc12. As a reaction SMILES: [C:1]([O:2][C:3](=[O:4])[N:8]([CH:9]([CH3:10])[c:11]1[cH:12][cH:13][cH:14][c:15]2[cH:16][cH:17][cH:18][cH:19][c:20]12)[CH2:21][CH:22]1[CH:23]([c:40]2[cH:41][c:42]([F:46])[cH:43][cH:44][cH:45]2)[CH2:24][N:25]([c:28]2[o:29][c:30]3[c:31]([n:32]2)[cH:33][c:34]([C:37](=[O:38])[OH:39])[cH:35][cH:36]3)[CH2:26][CH2:27]1)([CH3:5])([CH3:6])[CH3:7].[C:47]([O:48][CH2:49][CH3:50])(=[O:51])[CH3:52].[CH2:61]1[O:62][CH2:63][CH2:64][O:65][CH2:66]1.[CH:54]([O:55][CH:56]([CH3:57])[CH3:58])([CH3:59])[CH3:60].[ClH:53]>>[ClH:53].[NH:8]([CH:9]([CH3:10])[c:11]1[cH:12][cH:13][cH:14][c:15]2[cH:16][cH:17][cH:18][cH:19][c:20]12)[CH2:21][CH:22]1[CH:23]([c:40]2[cH:41][c:42]([F:46])[cH:43][cH:44][cH:45]2)[CH2:24][N:25]([c:28]2[o:29][c:30]3[c:31]([n:32]2)[cH:33][c:34]([C:37](=[O:38])[OH:39])[cH:35][cH:36]3)[CH2:26][CH2:27]1. The reactants are COc1ccc(-c2nc3cnccc3[nH]2)c(OCCCCl)c1, CC(C)(C)N, CCO, O. Product: COc1ccc(-c2nc3cnccc3[nH]2)c(OCCCNC(C)(C)C)c1, Cl. RXN SMILES: [CH3:1][O:2][c:3]1[cH:4][c:5]([O:18][CH2:19][CH2:20][CH2:21][Cl:22])[c:6](-[c:9]2[nH:10][c:11]3[c:12]([cH:13][n:14][cH:15][cH:16]3)[n:17]2)[cH:7][cH:8]1.[CH3:23][C:24]([CH3:25])([CH3:26])[NH2:27].[CH3:29][CH2:30][OH:31].[OH2:28]>>[CH3:1][O:2][c:3]1[cH:4][c:5]([O:18][CH2:19][CH2:20][CH2:21][NH:27][C:24]([CH3:23])([CH3:25])[CH3:26])[c:6](-[c:9]2[nH:10][c:11]3[c:12]([cH:13][n:14][cH:15][cH:16]3)[n:17]2)[cH:7][cH:8]1.[ClH:22]. Run in C(C)#N (acetonitrile). As a reaction SMILES: Cl[C:2]1[CH:7]=[C:6]([Cl:8])[N:5]=[C:4]([S:9][CH3:10])[N:3]=1.[CH2:11]([NH2:14])[C:12]#[CH:13].O>C(#N)C>[Cl:8][C:6]1[N:5]=[C:4]([S:9][CH3:10])[N:3]=[C:2]([NH:14][CH2:11][C:12]#[CH:13])[CH:7]=1. The reactants are ClC1=NC(=NC(=C1)Cl)SC (4,6-dichloro-2-(methylthio)pyrimidine), C(C#C)N (propargylamine), O (water). The product is ClC1=CC(=NC(=N1)SC)NCC#C (6-chloro-2-(methylthio)-N-(prop-2-ynyl)pyrimidine-4-amine). The yield is 99.4%. Reported procedure: A mixture of 1.00 g (5.13 mmol) of 4,6-dichloro-2-(methylthio)pyrimidine and 0.7 ml (10.3 mmol) of propargylamine in 10 ml of acetonitrile was stirred for 12 hours at 60° C. The reaction solution was poured onto cold water. Then, the formed precipitate was filtered, washed several times with cold water and dried. 1.09 g of a light yellow solid were obtained. Conditions: temperature 60 celsius, time 12 hour. Reactants: FC=1C=C(CN2N=CC3=CC(=CC=C23)NC2=NC=NN3C2=C(C=C3)CN3CCC(CC3)NC(=O)COC(C)=O)C=CC1 (acetic acid (1-{4-[1-(3-fluoro-benzyl)-1H-indazol-5-ylamino]-pyrrolo[2,1-f][1,2,4]triazin-5-ylmethyl}-piperidin-4-ylcarbamoyl)-methyl ester), [OH-].[Na+] (NaOH). Solvent: C(Cl)Cl (DCM), C1CCOC1 (THF). Yields the product FC=1C=C(CN2N=CC3=CC(=CC=C23)NC2=NC=NN3C2=C(C=C3)CN3CCC(CC3)NC(CO)=O)C=CC1 (N-(1-{4-[1-(3-Fluoro-benzyl)-1H-indazol-5-ylamino]-pyrrolo[2,1-f][1,2,4]triazin-5-ylmethyl}-piperidin-4-yl)-2-hydroxy-acetamide). The yield is 70.0%. As a reaction SMILES: [F:1][C:2]1[CH:3]=[C:4]([CH:40]=[CH:41][CH:42]=1)[CH2:5][N:6]1[C:14]2[C:9](=[CH:10][C:11]([NH:15][C:16]3[C:21]4=[C:22]([CH2:25][N:26]5[CH2:31][CH2:30][CH:29]([NH:32][C:33]([CH2:35][O:36]C(=O)C)=[O:34])[CH2:28][CH2:27]5)[CH:23]=[CH:24][N:20]4[N:19]=[CH:18][N:17]=3)=[CH:12][CH:13]=2)[CH:8]=[N:7]1.[OH-].[Na+]>C1COCC1.C(Cl)Cl>[F:1][C:2]1[CH:3]=[C:4]([CH:40]=[CH:41][CH:42]=1)[CH2:5][N:6]1[C:14]2[C:9](=[CH:10][C:11]([NH:15][C:16]3[C:21]4=[C:22]([CH2:25][N:26]5[CH2:27][CH2:28][CH:29]([NH:32][C:33](=[O:34])[CH2:35][OH:36])[CH2:30][CH2:31]5)[CH:23]=[CH:24][N:20]4[N:19]=[CH:18][N:17]=3)=[CH:12][CH:13]=2)[CH:8]=[N:7]1 |f:1.2|. Reported procedure: Acetoxyacetyl chloride (46 mg, 2 equiv) was added dropwise to a solution of [5-(4-amino-piperidin-1-ylmethyl)-pyrrolo[2,1-f][1,2,4]triazin-4-yl]-[1-(3-fluoro-benzyl)-1H-indazol-5-yl]-amine (47 mg, 0.1 mmole) (80 mg, 0.17 mmole) and triethylamine (71 μL, 3 equiv.) in dry DCM (3 mL) at 0° C. under nitrogen. After stirring at 0° C. for 3 hr and at RT for 1 hr, it was diluted with DCM, washed with water and dried (Na2SO4). Removal of the solvent followed by radial chromatography (2 mm silica gel pla...